From a dataset of the Open Reaction Database (ORD), a public repository of structured organic reaction records. describe an organic reaction: reactants, conditions, products, and yield Procedure: The product was obtained starting from 4-{[6-cyclopropyl-3-(pyrimidin-5-ylamino)-pyrazine-2-carbonyl]-amino}-2-methyl-2H-pyrazole-3-carboxylic acid (50 mg, 131 μmol; example 236, step 3) and isoxazolidine hydrochloride (17 mg, 145 μmol) according to the method described in example 64, step 6 after purification by preparative HPLC using an acetonitrile/water gradient as yellow solid (9 mg, 16%). Reactants: C1(CC1)C1=CN=C(C(=N1)C(=O)NC1=C(N(N=C1)C)C(=O)O)NC=1C=NC=NC1 (4-{[6-Cyclopropyl-3-(pyrimidin-5-ylamino)-pyrazine-2-carbonyl]-amino}-2-methyl-2H-pyrazole-3-carboxylic acid), Cl.O1NCCC1 (isoxazolidine hydrochloride). Yields the product O1N(CCC1)C(=O)C1=C(C=NN1C)NC(=O)C1=NC(=CN=C1NC=1C=NC=NC1)C1CC1 (6-Cyclopropyl-3-(pyrimidin-5-ylamino)-pyrazine-2-carboxylic acid [5-(isoxazolidine-2-carbonyl)-1-methyl-1H-pyrazol-4-yl]-amide). Reaction SMILES: [CH:1]1([C:4]2[N:9]=[C:8]([C:10]([NH:12][C:13]3[CH:17]=[N:16][N:15]([CH3:18])[C:14]=3[C:19]([OH:21])=O)=[O:11])[C:7]([NH:22][C:23]3[CH:24]=[N:25][CH:26]=[N:27][CH:28]=3)=[N:6][CH:5]=2)[CH2:3][CH2:2]1.Cl.[O:30]1[CH2:34][CH2:33][CH2:32][NH:31]1>>[O:30]1[CH2:34][CH2:33][CH2:32][N:31]1[C:19]([C:14]1[N:15]([CH3:18])[N:16]=[CH:17][C:13]=1[NH:12][C:10]([C:8]1[C:7]([NH:22][C:23]2[CH:28]=[N:27][CH:26]=[N:25][CH:24]=2)=[N:6][CH:5]=[C:4]([CH:1]2[CH2:3][CH2:2]2)[N:9]=1)=[O:11])=[O:21] |f:1.2|. The reactants are ClC=1C=C(CN(C(C=C2OC(OC2=O)(C)C)=O)C)C=CC1Cl (N-(3,4-Dichloro-benzyl)-2-(2,2-dimethyl-5-oxo-[1,3]dioxolan-4-ylidene)-N-methyl-acetamide), ClC=1C=C(CN(C(C=C2OC(OC2=O)(C)C)=O)C)C=CC1Cl (N-(3,4-Dichloro-benzyl)-2-(2,2-dimethyl-5-oxo-[1,3]dioxolan-4-ylidene)-N-methyl-acetamide), C=O (paraformaldehyde), NCCCN1CCOCC1 (N-(3-aminopropyl)morpholine), ClC=1C=C(CN(C(=O)C2=C(C(N(C2)CCC(=O)NCCC(=O)O)=O)O)C)C=CC1Cl (3-(3-{4-[(3,4-Dichloro-benzyl)-methyl-carbamoyl]-3-hydroxy-2oxo-2,5-dihydro-pyrrol-1-yl}-propionylamino)-propionic acid). The product is ClC=1C=C(CN(C(=O)C=2CN(C(C2O)=O)CCCN2CCOCC2)C)C=CC1Cl (4-Hydroxy-1-(3-morpholin-4-yl-propyl)-5-oxo-2,5-dihydro-1H-pyrrole-3-carboxylic acid (3,4-dichloro-benzyl)-methyl-amide), solid. Yield: 61.0%. RXN SMILES: [Cl:1][C:2]1[CH:3]=[C:4]([CH:19]=[CH:20][C:21]=1[Cl:22])[CH2:5][N:6]([CH3:18])[C:7](=[O:17])[CH:8]=[C:9]1[C:13](=[O:14])OC(C)(C)[O:10]1.C=O.NCCCN1CCOCC1.ClC1C=C(C=CC=1Cl)C[N:40]([CH3:60])[C:41]([C:43]1[CH2:47][N:46]([CH2:48][CH2:49]C(NCCC(O)=O)=O)[C:45](=O)[C:44]=1[OH:59])=O>>[Cl:1][C:2]1[CH:3]=[C:4]([CH:19]=[CH:20][C:21]=1[Cl:22])[CH2:5][N:6]([CH3:18])[C:7]([C:8]1[CH2:60][N:40]([CH2:41][CH2:43][CH2:47][N:46]2[CH2:48][CH2:49][O:59][CH2:44][CH2:45]2)[C:13](=[O:14])[C:9]=1[OH:10])=[O:17]. Procedure details: N-(3,4-Dichloro-benzyl)-2-(2,2-dimethyl-5-oxo-[1,3]dioxolan-4-ylidene)-N-methyl-acetamide (Compound 37-A) was treated with paraformaldehyde and N-(3-aminopropyl)morpholine as described in the preparation of Compound 37. The title compound was isolated as a white solid (0.1345 g, 61% yield). 1H NMR (500 MHz, DMSO) δ: 1.69 (t, J=6.4 Hz, 2H), 2.25 (s, 2H), 2.32 (s, 4H), 2.97 (s, 3H), 3.40 (t, J=6.4 Hz, 2H), 3.55 (s, 4H), 4.05 (s, 2H), 4.59 (s, 2H), 7.24 (s, 1H), 7.51 (s, 1H), 7.62 (d, J=8.3 Hz, 1H)... Reactants: C1(=CC=CC=C1)C1=NOC(=C1)CN1CCC(CC1)CN (1-{1-[(3-phenyl-5-isoxazolyl)methyl]-4-piperidinyl}methanamine), C1(=CC=CC=C1)P(C1=C(C2=CC=CC=C2C=C1)C1=C(C=CC2=CC=CC=C12)P(C1=CC=CC=C1)C1=CC=CC=C1)C1=CC=CC=C1 (racemic-2,2′-bis(diphenylphosphino)-1,1′-binaphthyl), CC(C)([O-])C.[Na+] (sodium tert-butoxide), BrC1=NN(C2=CC=C(C=C12)C1=NN(C=N1)C(C1=CC=CC=C1)(C1=CC=CC=C1)C1=CC=CC=C1)C1OCCCC1 (3-Bromo-1-(tetrahydro-2H-pyran-2-yl)-5-(1-trityl-1H-1,2,4-triazol-3-yl)-1H-indazole). Solvent: C1(=CC=CC=C1)C (toluene). Reaction conditions: temperature 100 celsius. The product is C1(=CC=CC=C1)C1=NOC(=C1)CN1CCC(CC1)CNC1=NN(C2=CC=C(C=C12)C1=NN(C=N1)C(C1=CC=CC=C1)(C1=CC=CC=C1)C1=CC=CC=C1)C1OCCCC1 (N-({1-[(3-phenyl-5-isoxazolyl)methyl]-4-piperidinyl}methyl)-1-(tetrahydro-2H-pyran-2-yl)-5-(1-trityl-1H-1,2,4-triazol-3-yl)-1H-indazol-3-amine). RXN SMILES: Br[C:2]1[C:10]2[C:5](=[CH:6][CH:7]=[C:8]([C:11]3[N:15]=[CH:14][N:13]([C:16]([C:29]4[CH:34]=[CH:33][CH:32]=[CH:31][CH:30]=4)([C:23]4[CH:28]=[CH:27][CH:26]=[CH:25][CH:24]=4)[C:17]4[CH:22]=[CH:21][CH:20]=[CH:19][CH:18]=4)[N:12]=3)[CH:9]=2)[N:4]([CH:35]2[CH2:40][CH2:39][CH2:38][CH2:37][O:36]2)[N:3]=1.[C:41]1([C:47]2[CH:51]=[C:50]([CH2:52][N:53]3[CH2:58][CH2:57][CH:56]([CH2:59][NH2:60])[CH2:55][CH2:54]3)[O:49][N:48]=2)[CH:46]=[CH:45][CH:44]=[CH:43][CH:42]=1.C1(P(C2C=CC=CC=2)C2C=CC3C(=CC=CC=3)C=2C2C3C(=CC=CC=3)C=CC=2P(C2C=CC=CC=2)C2C=CC=CC=2)C=CC=CC=1.CC(C)([O-])C.[Na+]>C1(C)C=CC=CC=1>[C:41]1([C:47]2[CH:51]=[C:50]([CH2:52][N:53]3[CH2:54][CH2:55][CH:56]([CH2:59][NH:60][C:2]4[C:10]5[C:5](=[CH:6][CH:7]=[C:8]([C:11]6[N:15]=[CH:14][N:13]([C:16]([C:29]7[CH:34]=[CH:33][CH:32]=[CH:31][CH:30]=7)([C:23]7[CH:28]=[CH:27][CH:26]=[CH:25][CH:24]=7)[C:17]7[CH:22]=[CH:21][CH:20]=[CH:19][CH:18]=7)[N:12]=6)[CH:9]=5)[N:4]([CH:35]5[CH2:40][CH2:39][CH2:38][CH2:37][O:36]5)[N:3]=4)[CH2:57][CH2:58]3)[O:49][N:48]=2)[CH:42]=[CH:43][CH:44]=[CH:45][CH:46]=1 |f:3.4|. Procedure: 3-Bromo-1-(tetrahydro-2H-pyran-2-yl)-5-(1-trityl-1H-1,2,4-triazol-3-yl)-1H-indazole (0.25 g, prepared according to the reported preparation in US 2004/0127536), the compound prepared in Example 9 (0.29 g), racemic-2,2′-bis(diphenylphosphino)-1,1′-binaphthyl (0.040 g), and sodium tert-butoxide (0.20 g) were suspended in toluene (6 mL) and purged with argon. Tris(dibenzylideneacetone)dipalladium(0) (0.019 g) was added and the system was sealed and heated at 100° C. overnight. The reaction mixture ... The reactants are BrC(C(=O)C1=CC=C(C=C1)Cl)CCCC (2-Bromo-4'-chlorohexanophenone), N1N=CN=C1 (1,2,4-triazole). Solvent: C(C)#N (acetonitrile). Yields the product N1(N=CN=C1)C(C(=O)C1=CC=C(C=C1)Cl)CCCC (2-(1,2,4-triazol-1-yl)-2-n-butyl-4'-chloroacetophenone). RXN SMILES: Br[CH:2]([CH2:12][CH2:13][CH2:14][CH3:15])[C:3]([C:5]1[CH:10]=[CH:9][C:8]([Cl:11])=[CH:7][CH:6]=1)=[O:4].[NH:16]1[CH:20]=[N:19][CH:18]=[N:17]1>C(#N)C>[N:16]1([CH:2]([CH2:12][CH2:13][CH2:14][CH3:15])[C:3]([C:5]2[CH:10]=[CH:9][C:8]([Cl:11])=[CH:7][CH:6]=2)=[O:4])[CH:20]=[N:19][CH:18]=[N:17]1. Procedure details: 2-Bromo-4'-chlorohexanophenone (0.02 mol), 1,2,4-triazole (0.10 mol) and acetonitrile (50 ml) were refluxed for 48 hours. The acetonitrile was removed in vacuo and the residue extracted with chloroform (150 ml), washed with water (5×100 ml) and dried over anhydrous sodium sulphate. The solvent was removed in vacuo to leave an oil which crystallised on trituration with petroleum ether (5×50 ml). Recrystallisation from petroleum ether gave 2-(1,2,4-triazol-1-yl)-2-n-butyl-4'-chloroacetophenone, m.... The reactants are Cc1c2n(c3ccccc13)CCCC2NC(C)C, CC(=O)OC(C)=O, O=CO, C1CCOC1, O. Product: Cc1c2n(c3ccccc13)CCCC2N(C=O)C(C)C. As a reaction SMILES: [CH3:11][CH:12]([CH3:13])[NH:14][CH:15]1[CH2:16][CH2:17][CH2:18][n:19]2[c:20]1[c:21]([CH3:28])[c:22]1[cH:23][cH:24][cH:25][cH:26][c:27]21.[CH3:4][C:5]([O:6][C:7](=[O:8])[CH3:9])=[O:10].[CH:1](=[O:2])[OH:3].[O:30]1[CH2:31][CH2:32][CH2:33][CH2:34]1.[OH2:29]>>[CH:1](=[O:3])[N:14]([CH:12]([CH3:11])[CH3:13])[CH:15]1[CH2:16][CH2:17][CH2:18][n:19]2[c:20]1[c:21]([CH3:28])[c:22]1[cH:23][cH:24][cH:25][cH:26][c:27]21. Reactants: C(C)(=O)O (acetic acid), C(C)OC(CC(C(F)(F)F)C=O)=O (racemic 4,4,4-trifluoro-3-formyl-butyric acid ethyl ester), FC(C=1C=C(C=CC1)[C@@H]1CNCCO1)(F)F ((R)-2-(3-trifluoromethyl-phenyl)-morpholine), C(C)(=O)O[BH-](OC(C)=O)OC(C)=O.[Na+] (sodium triacetoxyborohydride), FC(C=1C=C(C=CC1)[C@H]1OC1)(F)F ((R)-2-(3-trifluoromethyl-phenyl)oxirane). The solvent is ClCCl (dichloromethane), C(C)(=O)OCC (ethyl acetate). Reaction conditions: time 30 minute. Product: C(C)OC(CC(C(F)(F)F)CN1C[C@H](OCC1)C1=CC(=CC=C1)C(F)(F)F)=O (4,4,4-trifluoro-3-[(R)-2-(3-trifluoromethyl-phenyl)-morpholin-4-ylmethyl]-butyric acid ethyl ester). The yield is 66.0%. RXN SMILES: [CH2:1]([O:3][C:4](=[O:13])[CH2:5][CH:6]([CH:11]=O)[C:7]([F:10])([F:9])[F:8])[CH3:2].[F:14][C:15]([F:29])([F:28])[C:16]1[CH:17]=[C:18]([C@H:22]2[O:27][CH2:26][CH2:25][NH:24][CH2:23]2)[CH:19]=[CH:20][CH:21]=1.FC(F)(F)C1C=C([C@@H]2CO2)C=CC=1.C(O)(=O)C.C(O[BH-](OC(=O)C)OC(=O)C)(=O)C.[Na+]>C(OCC)(=O)C.ClCCl>[CH2:1]([O:3][C:4](=[O:13])[CH2:5][CH:6]([CH2:11][N:24]1[CH2:25][CH2:26][O:27][C@H:22]([C:18]2[CH:19]=[CH:20][CH:21]=[C:16]([C:15]([F:28])([F:29])[F:14])[CH:17]=2)[CH2:23]1)[C:7]([F:10])([F:9])[F:8])[CH3:2] |f:4.5|. Reported procedure: A mixture of the unpurified racemic 4,4,4-trifluoro-3-formyl-butyric acid ethyl ester from above (step b), 0.498 g (2.15 mmol) of (R)-2-(3-trifluoromethyl-phenyl)-morpholine [prepared from (R)-2-(3-trifluoromethyl-phenyl)oxirane in a similar manner to that described in Example 4 (steps b-e)], 0.162 g (2.7 mmol) of acetic acid and 8 mL of dichloromethane was stirred at room temperature. After 30 min, 0.913 g (4.3 mmol) of sodium triacetoxyborohydride was added. The mixture was stirred overnight a... Reactants: N[C@H]1CC2=C(C=CC=C2CC1)N1CCN(CC1)C ((R)-2-amino-8-(4-methylpiperazin-1-yl)-1,2,3,4-tetrahydronaphthalene), O1CCN(CC1)C1=CC=C(C(=O)O)C=C1 (4-morpholinobenzoic acid), C(=O)=O (carbon dioxide), C(=O)(N1C=NC=C1)N1C=NC=C1 (1,1'-carbonyldiimidazole). Run in CN(C=O)C (N,N-dimethylformamide), CN(C=O)C (N,N-dimethylformamide). Run at temperature 75 celsius, time 24 hour. The product is CN1CCN(CC1)C=1C=CC=C2CC[C@H](CC12)NC(C1=CC=C(C=C1)N1CCOCC1)=O ((R)-N-[8-(4-Methylpiperazin-1-yl)-1,2,3,4-tetrahydro-2-naphthyl]-4-morpholinobenzamide). The yield is 85.0%. As a reaction SMILES: [O:1]1[CH2:6][CH2:5][N:4]([C:7]2[CH:15]=[CH:14][C:10]([C:11]([OH:13])=O)=[CH:9][CH:8]=2)[CH2:3][CH2:2]1.C(N1C=CN=C1)(N1C=CN=C1)=O.C(=O)=O.[NH2:31][C@@H:32]1[CH2:41][CH2:40][C:39]2[C:34](=[C:35]([N:42]3[CH2:47][CH2:46][N:45]([CH3:48])[CH2:44][CH2:43]3)[CH:36]=[CH:37][CH:38]=2)[CH2:33]1>CN(C)C=O>[CH3:48][N:45]1[CH2:46][CH2:47][N:42]([C:35]2[CH:36]=[CH:37][CH:38]=[C:39]3[C:34]=2[CH2:33][C@H:32]([NH:31][C:11](=[O:13])[C:10]2[CH:9]=[CH:8][C:7]([N:4]4[CH2:3][CH2:2][O:1][CH2:6][CH2:5]4)=[CH:15][CH:14]=2)[CH2:41][CH2:40]3)[CH2:43][CH2:44]1. Procedure details: To a solution of 4-morpholinobenzoic acid (0.89 g, 4.3 mmol; described in: Degutis, J.; Rasteikiene, L.; Degutiene, A. Zh. Org. Khim. 1978, 14(10), 2060-2064) in anhydrous N,N-dimethylformamide (30 mL) was added 1,1'-carbonyldiimidazole (0.73 g, 4.3 mmol) and the reaction was heated at 75° C. When the carbon dioxide evolution had ceased (after 30 min), the reaction was cooled to room temperature and a solution of (R)-2-amino-8-(4-methylpiperazin-1-yl)-1,2,3,4-tetrahydronaphthalene (1.0 g, 4.1 mm...